This data is from the Open Reaction Database (ORD), a public repository of structured organic reaction records. The task is: describe an organic reaction: reactants, conditions, products, and yield Starting materials: N#CC1c2ccccc2-c2ccccc21, CN(C)CCCCl, [NH2-], [Na], C1CCOC1, O. The product is CN(C)CCCC1(C#N)c2ccccc2-c2ccccc21. As a reaction SMILES: [C:8](#[N:9])[CH:10]1[c:11]2[cH:12][cH:13][cH:14][cH:15][c:16]2-[c:17]2[cH:18][cH:19][cH:20][cH:21][c:22]21.[CH3:23][N:24]([CH2:25][CH2:26][CH2:27][Cl:28])[CH3:29].[NH2-:2].[Na:1].[O:3]1[CH2:4][CH2:5][CH2:6][CH2:7]1.[OH2:30]>>[C:8](#[N:9])[C:10]1([CH2:27][CH2:26][CH2:25][N:24]([CH3:23])[CH3:29])[c:11]2[cH:12][cH:13][cH:14][cH:15][c:16]2-[c:17]2[cH:18][cH:19][cH:20][cH:21][c:22]21. The reactants are C(C)(=O)OCC (ethyl acetate), BrN1C(CCC1=O)=O (N-bromosuccinimide), ClC1=CC=C(C=C1)C1=C(C=C(N1CC)C(CC)=O)C (1-(5-(4-chlorophenyl)-1-ethyl-4-methyl-1H-pyrrol-2-yl)propan-1-one), ClC1=CC=C(C=C1)C1=C(C=C(N1CC)C(CC)=O)C (1-(5-(4-chlorophenyl)-1-ethyl-4-methyl-1H-pyrrol-2-yl)propan-1-one). The solvent is C1CCOC1 (THF), C1CCOC1 (THF). Conditions: temperature -78 celsius, time 5 hour. Yields the product BrC1=C(N(C(=C1C)C1=CC=C(C=C1)Cl)CC)C(CC)=O (1-(3-bromo-5-(4-chlorophenyl)-1-ethyl-4-methyl-1H-pyrrol-2-yl)propan-1-one). Isolated yield 77.9%. RXN SMILES: [Br:1]N1C(=O)CCC1=O.[Cl:9][C:10]1[CH:15]=[CH:14][C:13]([C:16]2[N:20]([CH2:21][CH3:22])[C:19]([C:23](=[O:26])[CH2:24][CH3:25])=[CH:18][C:17]=2[CH3:27])=[CH:12][CH:11]=1.C(OCC)(=O)C>C1COCC1>[Br:1][C:18]1[C:17]([CH3:27])=[C:16]([C:13]2[CH:14]=[CH:15][C:10]([Cl:9])=[CH:11][CH:12]=2)[N:20]([CH2:21][CH3:22])[C:19]=1[C:23](=[O:26])[CH2:24][CH3:25]. Procedure: A solution of N-bromosuccinimide (0.35 g, 1.99 mmol) in THF (10 ml) was added dropwise to a stirred solution of 1-(5-(4-chlorophenyl)-1-ethyl-4-methyl-1H-pyrrol-2-yl)propan-1-one (compound 51b, 0.5 g, 1.81 mmol) in THF (25 ml) at about −78° C. The resulting reaction mixture was stirred at about −78° C. for 5 hr. The reaction mixture was then allowed to warm to 25° C. slowly during further 3 to 4 hr. The progress of the reaction was monitored by TLC. The solvent was evaporated from the reaction m... Starting materials: BrC=1C=C(C(=NC1)CCCCN)C (5-Bromo-2-(4-aminobutyl)-3-methylpyridine), C(C1=CC=CC=C1)C=1C(NC(=NC1)N[N+](=O)[O-])=O (5-benzyl-2-nitroamino-4-pyrimidone). Solvent: N1=CC=CC=C1 (pyridine). The product is BrC=1C=C(C(=NC1)CCCCNC1=NC=C(C(N1)=O)CC1=CC=CC=C1)C (2-[4-(5-bromo-3-methylpyrid-2-yl)butylamino]-5-benzyl-4-pyrimidone). Isolated yield 50.6%. RXN SMILES: [Br:1][C:2]1[CH:3]=[C:4]([CH3:13])[C:5]([CH2:8][CH2:9][CH2:10][CH2:11][NH2:12])=[N:6][CH:7]=1.[CH2:14]([C:21]1[C:22](=[O:31])[NH:23][C:24](N[N+]([O-])=O)=[N:25][CH:26]=1)[C:15]1[CH:20]=[CH:19][CH:18]=[CH:17][CH:16]=1>N1C=CC=CC=1>[Br:1][C:2]1[CH:3]=[C:4]([CH3:13])[C:5]([CH2:8][CH2:9][CH2:10][CH2:11][NH:12][C:24]2[NH:23][C:22](=[O:31])[C:21]([CH2:14][C:15]3[CH:20]=[CH:19][CH:18]=[CH:17][CH:16]=3)=[CH:26][N:25]=2)=[N:6][CH:7]=1. Procedure details: 5-Bromo-2-(4-aminobutyl)-3-methylpyridine, (0.88 g) and 5-benzyl-2-nitroamino-4-pyrimidone (0.74 g) were refluxed in pyridine (3 ml) for 4 hours. The solvent was removed in vacuo and the residual oil partitioned between chloroform and water at pH 5. The chloroform extracts were dried over magnesium sulphate and evaporated to an oil. Recrystallisation from ethanol/ethyl acetate gave 2-[4-(5-bromo-3-methylpyrid-2-yl)butylamino]-5-benzyl-4-pyrimidone (0.65 g) m.p. 138°-9° C.